Dataset: the Open Reaction Database (ORD), a public repository of structured organic reaction records. Task: describe an organic reaction: reactants, conditions, products, and yield Starting materials: FCCN1C=C(C(C2=CC(=C(C=C12)Cl)F)=O)C(=O)O (1-(2-fluoroethyl)-6-fluoro-7-chloro-4-oxo-1,4-dihydroquinoline-3-carboxylic acid), N1CCNCC1 (piperazine). Solvent: N1=CC=CC=C1 (pyridine). Product: Cl.FCCN1C=C(C(C2=CC(=C(C=C12)N1CCNCC1)F)=O)C(=O)O (1-(2-fluoroethyl)-6-fluoro-7-(1-piperazinyl)-4-oxo-1,4-dihydroquinoline-3-carboxylic acid hydrochloride). Yield: 26.8%. Reaction SMILES: [F:1][CH2:2][CH2:3][N:4]1[C:13]2[C:8](=[CH:9][C:10]([F:15])=[C:11]([Cl:14])[CH:12]=2)[C:7](=[O:16])[C:6]([C:17]([OH:19])=[O:18])=[CH:5]1.[NH:20]1[CH2:25][CH2:24][NH:23][CH2:22][CH2:21]1>N1C=CC=CC=1>[ClH:14].[F:1][CH2:2][CH2:3][N:4]1[C:13]2[C:8](=[CH:9][C:10]([F:15])=[C:11]([N:20]3[CH2:25][CH2:24][NH:23][CH2:22][CH2:21]3)[CH:12]=2)[C:7](=[O:16])[C:6]([C:17]([OH:19])=[O:18])=[CH:5]1 |f:3.4|. Procedure details: A mixture of 1-(2-fluoroethyl)-6-fluoro-7-chloro-4-oxo-1,4-dihydroquinoline-3-carboxylic acid (0.87 g) (3 millimole), piperazine (1.3 g) (15 millimole) and pyridine (4 ml) piperazine was heated at 135° to 145° C. for 12 hours. After cooling, the reaction mixture was evaporated under vacuum, the residue was acidified with acetic acid, the undissolved matter was filtered off. The filtrate was neutralized in an aqueous solution of caustic soda. The precipitate was filtered, washed, dried and dissol... Starting materials: CC(=O)OC(C)=O, O=[N+]([O-])c1c[nH]cn1, O, O=[N+]([O-])O. Yields the product O=[N+]([O-])c1cn([N+](=O)[O-])cn1. RXN SMILES: [CH3:9][C:10]([O:11][C:12](=[O:13])[CH3:14])=[O:15].[N+:1](=[O:2])([O-:3])[c:4]1[n:5][cH:6][nH:7][cH:8]1.[OH2:20].[OH:16][N+:17]([O-:18])=[O:19]>>[N+:1](=[O:2])([O-:3])[c:4]1[n:5][cH:6][n:7]([N+:17](=[O:16])[O-:18])[cH:8]1. The reactants are BrCc1ccccc1, Oc1cc2ccc(Br)cc2cc1C12CC3CC(CC(C3)C1)C2, CCO, [H-], [Na+], CN(C)C=O, O. Product: Brc1ccc2cc(OCc3ccccc3)c(C34CC5CC(CC(C5)C3)C4)cc2c1. RXN SMILES: [Br:25][CH2:26][c:27]1[cH:28][cH:29][cH:30][cH:31][cH:32]1.[C:3]12([c:13]3[c:14]([OH:24])[cH:15][c:16]4[cH:17][cH:18][c:19]([Br:23])[cH:20][c:21]4[cH:22]3)[CH2:4][CH:5]3[CH2:6][CH:7]([CH2:8][CH:9]([CH2:10]1)[CH2:11]3)[CH2:12]2.[CH3:39][CH2:40][OH:41].[H-:1].[Na+:2].[O:34]=[CH:35][N:36]([CH3:37])[CH3:38].[OH2:33]>>[C:3]12([c:13]3[c:14]([O:24][CH2:26][c:27]4[cH:28][cH:29][cH:30][cH:31][cH:32]4)[cH:15][c:16]4[cH:17][cH:18][c:19]([Br:23])[cH:20][c:21]4[cH:22]3)[CH2:4][CH:5]3[CH2:6][CH:7]([CH2:8][CH:9]([CH2:10]1)[CH2:11]3)[CH2:12]2. The product is COc1cc2nccc(Oc3ccc(C)cc3C(C)=O)c2cc1OC. Reactants: CC(=O)c1cc(C)ccc1O, COc1cc2nccc(Cl)c2cc1OC, Clc1ccccc1Cl, O. Reaction SMILES: [C:16]([CH3:17])(=[O:18])[c:19]1[c:20]([OH:26])[cH:21][cH:22][c:23]([CH3:25])[cH:24]1.[Cl:1][c:2]1[cH:3][cH:4][n:5][c:6]2[cH:7][c:8]([O:14][CH3:15])[c:9]([O:12][CH3:13])[cH:10][c:11]12.[Cl:28][c:29]1[cH:30][cH:31][cH:32][cH:33][c:34]1[Cl:35].[OH2:27]>>[c:2]1([O:26][c:20]2[c:19]([C:16]([CH3:17])=[O:18])[cH:24][c:23]([CH3:25])[cH:22][cH:21]2)[cH:3][cH:4][n:5][c:6]2[cH:7][c:8]([O:14][CH3:15])[c:9]([O:12][CH3:13])[cH:10][c:11]12.